Dataset: the Open Reaction Database (ORD), a public repository of structured organic reaction records. Task: describe an organic reaction: reactants, conditions, products, and yield Starting materials: S(=O)(=O)([O-])[O-].[Mg+2] (magnesium sulfate), FC(C1=NNC(=N1)S(=O)(=O)C(F)(F)F)(F)F (3-trifluoromethyl-5-trifluoromethanesulfonyl-1,2,-4-triazole), C1(=CC=CC=C1)OC (anisol), C(C)(=O)OC(C)=O (acetic anhydride), saturated solution, sodium bicarbonate NaHCO3. Reagents/catalysts: [Sc] (scandium). The solvent is CCOCC (ether), [N+](=O)([O-])C (nitromethane). Conditions: temperature 21 celsius, time 10 minute. The product is COC1=CC=C(C=C1)C(C)=O (p -methoxyacetophenone). The yield is 97.2%. Reaction SMILES: FC(F)(F)C1N=C(S(C(F)(F)F)(=O)=O)NN=1.[C:17]1([O:23][CH3:24])[CH:22]=[CH:21][CH:20]=[CH:19][CH:18]=1.[C:25](OC(=O)C)(=[O:27])[CH3:26].S([O-])([O-])(=O)=O.[Mg+2]>[N+](C)([O-])=O.CCOCC.[Sc]>[CH3:24][O:23][C:17]1[CH:22]=[CH:21][C:20]([C:25](=[O:27])[CH3:26])=[CH:19][CH:18]=1 |f:3.4|. Reported procedure: The catalytic effect of the scandium salt of 3-trifluoromethyl-5-trifluoromethanesulfonyl-1,2,4-triazole, obtained in Example 3, relative to a reaction was evaluated in the following manner. In 40 ml of anhydrous nitromethane, there is added 592 mg (700 .mu.moles) of the scandium salt of 3-trifluoromethyl-5-trifluoromethanesulfonyl-1,2,-4-triazole, and 1.08 g (10 mmoles) of anisol and 2.04 g of acetic anhydride. After stirring during 10 min at 21° C., the reaction mixture was diluted with 50 ml ... Conditions: time 0.5 hour. Solvent: C(C)(=O)O (acetic acid). Product: NCC1=CC(=C(C(=O)NC2CCCCCC2)C=C1)F (4-Aminomethyl-N-cycloheptyl-2-fluoro-benzamide). Reported procedure: Add 4-cyano-N-cycloheptyl-2-fluoro-benzamide (1.4 g, 5.4 mmol), 10% Pd/C (Degussa type E101, 415 mg), ethanol (40 mL), water (15 mL) and acetic acid (1.8 mL) to a pressure vessel. Pressurize the vessel to 55 psi with hydrogen, and stir the mixture for 0.5 h (monitor the reaction by TLC). Filter the mixture through Celite® and wash the cake with warm ethanol followed by dichloromethane under a nitrogen atmosphere. Concentrate the filtrate in vacuo to obtain the product as the acetic acid salt. Us... The reagents and catalysts are [Pd] (Pd/C). As a reaction SMILES: [C:1]([C:3]1[CH:18]=[CH:17][C:6]([C:7]([NH:9][CH:10]2[CH2:16][CH2:15][CH2:14][CH2:13][CH2:12][CH2:11]2)=[O:8])=[C:5]([F:19])[CH:4]=1)#[N:2].C(O)C.O.[H][H]>[Pd].C(O)(=O)C>[NH2:2][CH2:1][C:3]1[CH:18]=[CH:17][C:6]([C:7]([NH:9][CH:10]2[CH2:16][CH2:15][CH2:14][CH2:13][CH2:12][CH2:11]2)=[O:8])=[C:5]([F:19])[CH:4]=1. Isolated yield 95.3%. Starting materials: [H][H] (hydrogen), C(#N)C1=CC(=C(C(=O)NC2CCCCCC2)C=C1)F (4-cyano-N-cycloheptyl-2-fluoro-benzamide), C(C)O (ethanol), O (water). Reaction SMILES: [CH2:38]1[O:39][CH2:40][CH2:41][CH2:42]1.[NH4+:36].[OH-:37].[c:1]1([CH2:7][n:8]2[c:9]3[cH:10][cH:11][cH:12][c:13]([C:32]([O:34][CH3:33])=[O:35])[c:14]3[c:15]3[c:16]([OH:31])[cH:17][c:18](-[c:21]4[cH:22][cH:23][c:24]([C:27]([F:28])([F:29])[F:30])[cH:25][cH:26]4)[cH:19][c:20]23)[cH:2][cH:3][cH:4][cH:5][cH:6]1>>[c:1]1([CH2:7][n:8]2[c:9]3[cH:10][cH:11][cH:12][c:13]([C:32](=[O:34])[NH2:36])[c:14]3[c:15]3[c:16]([OH:31])[cH:17][c:18](-[c:21]4[cH:22][cH:23][c:24]([C:27]([F:28])([F:29])[F:30])[cH:25][cH:26]4)[cH:19][c:20]23)[cH:2][cH:3][cH:4][cH:5][cH:6]1. Yields the product NC(=O)c1cccc2c1c1c(O)cc(-c3ccc(C(F)(F)F)cc3)cc1n2Cc1ccccc1. The reactants are C1CCOC1, [NH4+], [OH-], COC(=O)c1cccc2c1c1c(O)cc(-c3ccc(C(F)(F)F)cc3)cc1n2Cc1ccccc1. The reactants are C(C(C)[*:2])[*:1] (polypropylene), BrC=1C=NC(N(C1)CCO[Si](C)(C)C(C)(C)C)=O (5-bromo-1-(2-(tert-butyldimethylsilyloxy)ethyl)pyrimidin-2(1H)-one), O1CCCC1 (tetrahydrofuran). The solvent is two. Conditions: time 30 minute. The product is BrC=1C=NC(N(C1)CCO)=O (5-Bromo-1-(2-hydroxyethyl)pyrimidin-2(1H)-one). Yield: 60.9%. RXN SMILES: [Br:1][C:2]1[CH:3]=[N:4][C:5](=[O:18])[N:6]([CH2:8][CH2:9][O:10][Si](C(C)(C)C)(C)C)[CH:7]=1.O1CCCC1>>[Br:1][C:2]1[CH:3]=[N:4][C:5](=[O:18])[N:6]([CH2:8][CH2:9][OH:10])[CH:7]=1. Reported procedure: To two 50 mL polypropylene conical tubes with caps was added 5-bromo-1-(2-(tert-butyldimethylsilyloxy)ethyl)pyrimidin-2(1H)-one (4.0 g, 12 mmol) (2 g in each tube) in tetrahydrofuran (50 mL, 12 mmol, 25 mL in each tube). To the mixture at 25° C. was added HF pyridine complex (8.0 mL, 12 mmol) (4 mL in each tube). After stirring for 30 minutes the solution was filtered through a polypropylene frit and the filtercake was washed with THF. The white filtercake was then dried in vacuo to afford the t... As a reaction SMILES: [CH3:1][C:2]1[CH:22]=[CH:21][CH:20]=[C:19]([NH:23][C:24](=[O:30])[CH2:25][O:26]C(=O)C)[C:3]=1[CH2:4][NH:5][C:6]1[C:7]2[N:8]([C:12]([CH2:16][C:17]#[CH:18])=[C:13]([CH3:15])[N:14]=2)[CH:9]=[CH:10][CH:11]=1>C(=O)([O-])[O-].[Na+].[Na+].CO.O>[CH3:1][C:2]1[CH:22]=[CH:21][CH:20]=[C:19]([NH:23][C:24](=[O:30])[CH2:25][OH:26])[C:3]=1[CH2:4][NH:5][C:6]1[C:7]2[N:8]([C:12]([CH2:16][C:17]#[CH:18])=[C:13]([CH3:15])[N:14]=2)[CH:9]=[CH:10][CH:11]=1 |f:1.2.3|. Reported procedure: 8-[2Methyl-6-(2-acetoxyacetyl)aminobenzylamino]3-(2-propynyl)-2 -methylimidazo[1,2-a]pyridine (0.33 g) was dissolved in a mixture of an aqueous solution (0.7 ml) of sodium carbonate (0.0118 g) and methanol (6.6 ml) at room temperature and then the mixture was stirred for 4 hours. The mixture was diluted with water and the resultant solid was collected to give 8-[2-methyl- 6-(2-hydroxyacetyl)aminobenzylamino]-3-(2-propynyl)-2-methylimidazo[1,2-a]pyridine (0.29 g). The solvent is C([O-])([O-])=O.[Na+].[Na+] (sodium carbonate), CO (methanol), O (water). Starting materials: CC1=C(CNC=2C=3N(C=CC2)C(=C(N3)C)CC#C)C(=CC=C1)NC(COC(C)=O)=O (8-[2Methyl-6-(2-acetoxyacetyl)aminobenzylamino]3-(2-propynyl)-2 -methylimidazo[1,2-a]pyridine). The yield is 98.1%. Run at time 4 hour. Product: CC1=C(CNC=2C=3N(C=CC2)C(=C(N3)C)CC#C)C(=CC=C1)NC(CO)=O (8-[2-methyl- 6-(2-hydroxyacetyl)aminobenzylamino]-3-(2-propynyl)-2-methylimidazo[1,2-a]pyridine). RXN SMILES: [BH4-:1].[C:3](#[N:4])[CH:5]1[CH2:6][CH2:7][CH:8]([CH:11]=[O:12])[CH2:9][CH2:10]1.[CH2:14]([O:15][CH2:16][CH3:17])[CH3:18].[CH3:19][OH:20].[ClH:13].[Na+:2]>>[C:3](#[N:4])[CH:5]1[CH2:6][CH2:7][CH:8]([CH2:11][OH:12])[CH2:9][CH2:10]1. Yields the product N#CC1CCC(CO)CC1. The reactants are [BH4-], N#CC1CCC(C=O)CC1, CCOCC, CO, Cl, [Na+]. Reactants: CCCCCCN, Cc1ccccc1, COC(=O)c1ccc(Cl)cc1, [K+], [K+], [K+], O=P([O-])([O-])[O-]. Product: CCCCCCNc1ccc(C(=O)OC)cc1. As a reaction SMILES: [CH2:12]([CH2:13][CH2:14][CH2:15][CH2:16][CH3:17])[NH2:18].[CH3:27][c:28]1[cH:29][cH:30][cH:31][cH:32][cH:33]1.[Cl:1][c:2]1[cH:3][cH:4][c:5]([C:6](=[O:7])[O:8][CH3:9])[cH:10][cH:11]1.[K+:24].[K+:25].[K+:26].[P:19]([O-:20])([O-:21])([O-:22])=[O:23]>>[c:2]1([NH:18][CH2:12][CH2:13][CH2:14][CH2:15][CH2:16][CH3:17])[cH:3][cH:4][c:5]([C:6](=[O:7])[O:8][CH3:9])[cH:10][cH:11]1.